From a dataset of the Open Reaction Database (ORD), a public repository of structured organic reaction records. describe an organic reaction: reactants, conditions, products, and yield Starting materials: C1CNCCN1, O=C(O)c1cn(CCO)c2cc(Cl)c(F)cc2c1=O, c1ccncc1. Yields the product Cl, O=C(O)c1cn(CCO)c2cc(N3CCNCC3)c(F)cc2c1=O. RXN SMILES: [CH2:20]1[CH2:21][NH:22][CH2:23][CH2:24][NH:25]1.[OH:1][CH2:2][CH2:3][n:4]1[cH:5][c:6]([C:17](=[O:18])[OH:19])[c:7](=[O:16])[c:8]2[cH:9][c:10]([F:15])[c:11]([Cl:14])[cH:12][c:13]12.[cH:26]1[cH:27][cH:28][n:29][cH:30][cH:31]1>>[ClH:14].[OH:1][CH2:2][CH2:3][n:4]1[cH:5][c:6]([C:17](=[O:18])[OH:19])[c:7](=[O:16])[c:8]2[cH:9][c:10]([F:15])[c:11]([N:22]3[CH2:21][CH2:20][NH:25][CH2:24][CH2:23]3)[cH:12][c:13]12.